Dataset: the Open Reaction Database (ORD), a public repository of structured organic reaction records. Task: describe an organic reaction: reactants, conditions, products, and yield Starting materials: O1C=CC=C1 (furan), C(CCC)[Li] (n-butyllithium), C1CCOC1 (THF), [Cl-].[NH4+] (ammonium chloride), NC1=C(C=C(C=C1)Br)C(C(C(F)(F)F)(F)F)=O (1-(2-amino-5-bromophenyl)-2,2,3,3,3-pentafluoropropan-1-one). The solvent is C(C)(=O)OCC (Ethyl acetate). Conditions: temperature 0 celsius, time 30 minute. The product is BrC1=CC(=C(C=C1)NC(CCl)=O)C(C(C(F)(F)F)(F)F)(O)C=1OC=CC1 (N-{4-bromo-2-[2,2,3,3,3-pentafluoro-1-(2-furyl)-1-hydroxypropyl]phenyl}-2-chloroacetamide). As a reaction SMILES: [O:1]1[CH:5]=[CH:4][CH:3]=[CH:2]1.C([Li])CCC.[NH2:11][C:12]1[CH:17]=[CH:16][C:15]([Br:18])=[CH:14][C:13]=1[C:19](=[O:27])[C:20]([F:26])([F:25])[C:21]([F:24])([F:23])[F:22].[Cl-:28].[NH4+].C1C[O:33][CH2:32][CH2:31]1>C(OCC)(=O)C>[Br:18][C:15]1[CH:16]=[CH:17][C:12]([NH:11][C:32](=[O:33])[CH2:31][Cl:28])=[C:13]([C:19]([C:2]2[O:1][CH:5]=[CH:4][CH:3]=2)([OH:27])[C:20]([F:26])([F:25])[C:21]([F:22])([F:23])[F:24])[CH:14]=1 |f:3.4|. Procedure: To a solution of furan (13 g, 190 mmol) in anhydrous THF (150 mL) was added n-butyllithium (2.5 M in hexane, 40 mL, 100 mmol) at 0° C. under nitrogen. The solution was stirred at 0° C. for 30 minutes, cooled to −78° C., and treated with a solution of 1-(2-amino-5-bromophenyl)-2,2,3,3,3-pentafluoropropan-1-one. The mixture was allowed to warm to −30° C., a saturated ammonium chloride solution (100 mL) was added and mixture was warmed to rt. Ethyl acetate (300 mL) was added and organic layer separ... Reactants: BrCCCOc1cccc(-c2noc3ccsc23)c1, O=C([O-])[O-], CC#N, NCc1ccc(F)cc1F, [K+], [K+]. Yields the product Fc1ccc(CNCCCOc2cccc(-c3noc4ccsc34)c2)c(F)c1. RXN SMILES: [Br:1][CH2:2][CH2:3][CH2:4][O:5][c:6]1[cH:7][c:8](-[c:12]2[n:13][o:14][c:15]3[c:16]2[s:17][cH:18][cH:19]3)[cH:9][cH:10][cH:11]1.[C:20](=[O:21])([O-:22])[O-:23].[CH3:36][C:37]#[N:38].[F:26][c:27]1[c:28]([CH2:29][NH2:30])[cH:31][cH:32][c:33]([F:35])[cH:34]1.[K+:24].[K+:25]>>[CH2:2]([CH2:3][CH2:4][O:5][c:6]1[cH:7][c:8](-[c:12]2[n:13][o:14][c:15]3[c:16]2[s:17][cH:18][cH:19]3)[cH:9][cH:10][cH:11]1)[NH:30][CH2:29][c:28]1[c:27]([F:26])[cH:34][c:33]([F:35])[cH:32][cH:31]1. Reported procedure: In 40 ml of methylene chloride was dissolved the diphenylmethyl 7-phenylacetamido-3-[2-(4-methylthiazol-5-yl)vinyl]-3-cephem-4-carboxylate (3.04 g, 5 mmoles) obtained as above. The resultant solution was cooled down to -20° C. After adding pyridine (1.62 ml) and phosphorus pentachloride (2.08 g), the resultant mixture was stirred at 5° C. for 3 hours and then cooled again to -20° C. After a prompt addition of 4 ml of methanol, the resultant mixture was stirred at 20° C. for 2 hours. The reaction... Yields the product NC1[C@@H]2N(C(=C(CS2)C=CC2=C(N=CS2)C)C(=O)OC(C2=CC=CC=C2)C2=CC=CC=C2)C1=O (diphenylmethyl 7-amino-3-[2-(4-methylthiazol-5-yl)vinyl]-3-cephem-4carboxylate). Starting materials: resultant mixture, C1(=CC=CC=C1)CC(=O)NC1[C@@H]2N(C(=C(CS2)C=CC2=C(N=CS2)C)C(=O)OC(C2=CC=CC=C2)C2=CC=CC=C2)C1=O (diphenylmethyl 7-phenylacetamido-3-[2-(4-methylthiazol-5-yl)vinyl]-3-cephem-4-carboxylate), C([O-])(O)=O.[Na+] (sodium bicarbonate), resultant solution, N1=CC=CC=C1 (pyridine), P(Cl)(Cl)(Cl)(Cl)Cl (phosphorus pentachloride), resultant mixture. The solvent is CO (methanol), C(Cl)Cl (methylene chloride), O (water). RXN SMILES: C1(CC([NH:10][CH:11]2[C:42](=[O:43])[N:13]3[C:14]([C:26]([O:28][CH:29]([C:36]4[CH:41]=[CH:40][CH:39]=[CH:38][CH:37]=4)[C:30]4[CH:35]=[CH:34][CH:33]=[CH:32][CH:31]=4)=[O:27])=[C:15]([CH:18]=[CH:19][C:20]4[S:24][CH:23]=[N:22][C:21]=4[CH3:25])[CH2:16][S:17][C@H:12]23)=O)C=CC=CC=1.N1C=CC=CC=1.P(Cl)(Cl)(Cl)(Cl)Cl.C(=O)(O)[O-].[Na+]>C(Cl)Cl.O.CO>[NH2:10][CH:11]1[C:42](=[O:43])[N:13]2[C:14]([C:26]([O:28][CH:29]([C:30]3[CH:35]=[CH:34][CH:33]=[CH:32][CH:31]=3)[C:36]3[CH:37]=[CH:38][CH:39]=[CH:40][CH:41]=3)=[O:27])=[C:15]([CH:18]=[CH:19][C:20]3[S:24][CH:23]=[N:22][C:21]=3[CH3:25])[CH2:16][S:17][C@H:12]12 |f:3.4|. Isolated yield 54.7%. Conditions: temperature -20 celsius, time 8 hour. Starting materials: OC1=C(C=CC=C1)C(C)=O (2'-hydroxyacetophenone), C[Si](C)(C)[N-][Si](C)(C)C.[Li+] (lithium bis(trimethylsilyl)amide), Cl[Si](C)(C)C (chlorotrimethylsilane), diethyl ester, C1(=CC=CC=C1)CSC(C(=O)O)C(=O)O ([(phenylmethyl)thio]propanedioic acid). The solvent is C1CCOC1 (THF). Product: OC1=C(C(OC(=C1)C1=C(C=CC=C1)O)=O)SCC1=CC=CC=C1 (4-Hydroxy-6-(2-hydroxyphenyl)-3-[(phenylmethyl)thio]-2H-pyran-2-one). Reaction SMILES: [OH:1][C:2]1[CH:7]=[CH:6][CH:5]=[CH:4][C:3]=1[C:8](=[O:10])[CH3:9].C[Si]([N-][Si](C)(C)C)(C)C.[Li+].Cl[Si](C)(C)C.[C:26]1([CH2:32][S:33][CH:34]([C:38](O)=[O:39])[C:35](O)=[O:36])[CH:31]=[CH:30][CH:29]=[CH:28][CH:27]=1>C1COCC1>[OH:39][C:38]1[CH:9]=[C:8]([C:3]2[CH:4]=[CH:5][CH:6]=[CH:7][C:2]=2[OH:1])[O:10][C:35](=[O:36])[C:34]=1[S:33][CH2:32][C:26]1[CH:31]=[CH:30][CH:29]=[CH:28][CH:27]=1 |f:1.2|. Procedure details: The title compound was prepared by Method A using 2'-hydroxyacetophenone (0.722 g, 5.31 mmol), lithium bis(trimethylsilyl)amide (1.95 g, 11.6 mmol), chlorotrimethylsilane (1.48 mL, 11.6 mmol), THF (116 ml), and diethyl ester of [(phenylmethyl)thio]propanedioic acid (1.00 g, 3.54 mmol). m.p. dec. 189° C.; 1H NMR (400 MHz, DMSO-d6) δ4.01 (s, 2 H), 6.97 (s, 1 H), 7.25 (m, 7 H), 7.71 (d, 1 H), 10.75 (s, 1 H), 11.85 (bs, 1 H). Reaction conditions: time 30 minute. Solvent: ClCCl (dichloromethane), C(C)(=O)OCC (ethyl acetate), ClCCl (dichloromethane). Product: C(CCCCCC)(=O)C1=CNC2=CC=CC=C12 (3-heptanoylindole). Reactants: N1C=CC2=CC=CC=C12 (indole), Cl (hydrochloric acid), C(CCCCCC)(=O)Cl (Heptanoyl chloride), [Cl-].[Al+3].[Cl-].[Cl-] (aluminum chloride). Procedure: Heptanoyl chloride was added to a suspension of aluminum chloride in dichloromethane. The mixture was stirred at room temperature for 30 minutes. To the mixture was added a solution of indole in dichloromethane. The mixture was stirred at room temperature for 1 hour and poured into a mixture of hydrochloric acid and ethyl acetate. The organic layer was washed with water, dried over magnesium sulfate and evaporated. The residue was crystallized from diisopropyl ether to give 3-heptanoylindole as ... Reaction SMILES: [C:1](Cl)(=[O:8])[CH2:2][CH2:3][CH2:4][CH2:5][CH2:6][CH3:7].[Cl-].[Al+3].[Cl-].[Cl-].[NH:14]1[C:22]2[C:17](=[CH:18][CH:19]=[CH:20][CH:21]=2)[CH:16]=[CH:15]1.Cl>ClCCl.C(OCC)(=O)C>[C:1]([C:16]1[C:17]2[C:22](=[CH:21][CH:20]=[CH:19][CH:18]=2)[NH:14][CH:15]=1)(=[O:8])[CH2:2][CH2:3][CH2:4][CH2:5][CH2:6][CH3:7] |f:1.2.3.4|.